From a dataset of the Open Reaction Database (ORD), a public repository of structured organic reaction records. describe an organic reaction: reactants, conditions, products, and yield Starting materials: Cl.C(C)C=1N=C(NC1C)CC(=O)C1=CC=CC=C1 (2-(4-Ethyl-5-methyl-1H-imidazol-2-yl)-1-phenylethanone hydrochloride), C[O-].[Na+] (sodium methylate), C(C#C)(=O)OC (methyl propiolate). Yields the product C(C1=CC=CC=C1)(=O)C1=C2N(C(C=C1)=O)C(=C(N2)CC)C (8-Benzoyl-2-ethyl-3-methylimidazo[1,2-a]pyridin-5(1H)-one). Reaction SMILES: Cl.[CH2:2]([C:4]1[N:5]=[C:6]([CH2:10][C:11]([C:13]2[CH:18]=[CH:17][CH:16]=[CH:15][CH:14]=2)=[O:12])[NH:7][C:8]=1[CH3:9])[CH3:3].C[O-].[Na+].[C:22](OC)(=[O:25])[C:23]#[CH:24]>>[C:11]([C:10]1[CH:24]=[CH:23][C:22](=[O:25])[N:7]2[C:8]([CH3:9])=[C:4]([CH2:2][CH3:3])[NH:5][C:6]=12)(=[O:12])[C:13]1[CH:18]=[CH:17][CH:16]=[CH:15][CH:14]=1 |f:0.1,2.3|. Procedure details: The compound is prepared as described in example 20 with 200 mg (0.76 mmol) of 2-(4-Ethyl-5-methyl-1H-imidazol-2-yl)-1-phenylethanone hydrochloride (example XVII), 50 mg (0.92 mmol) of sodium methylate and 63.5 mg (0.76 mmol) methyl propiolate. Reactants: CS(=O)(=O)OCC1=C(C=C(C=C1F)Br)F (4-bromo-2,6-difluorobenzyl methanesulfonate), [Li+].[Br-] (LiBr). Run in CCOC(=O)C (EtOAc), CN(C)C=O (DMF). Conditions: temperature 90 celsius. Yields the product BrC=1C=C(C(=C(C1)F)CBr)F (5-bromo-2-(bromomethyl)-1,3-difluorobenzene). Reaction SMILES: CS(O[CH2:6][C:7]1[C:12]([F:13])=[CH:11][C:10]([Br:14])=[CH:9][C:8]=1[F:15])(=O)=O.[Li+].[Br-:17]>CN(C=O)C.CCOC(C)=O>[Br:14][C:10]1[CH:9]=[C:8]([F:15])[C:7]([CH2:6][Br:17])=[C:12]([F:13])[CH:11]=1 |f:1.2|. Procedure: To a solution of 4-bromo-2,6-difluorobenzyl methanesulfonate (from Step A above) in DMF (400 mL) was added LiBr (28.8 g, 335 mmol) and heated to 90° C. for 45 minutes. The reaction was cooled to room temperature and diluted with EtOAc. The organic layer was washed with water (5×), brine (2×) dried over MgSO4, and concentrated in vacuo to yield a brown oil. The crude residue was purified via silica gel column chromatography (CH2Cl2/hexanes) to yield the title compound (24 g). Reactants: O=C([O-])O, ClC(Cl)Cl, O=C(Cl)CCl, Nc1cc2c(C=Cc3ccc(F)cc3)nn(C(c3ccccc3)(c3ccccc3)c3ccccc3)c2cc1F, [Na+]. The product is O=C(CCl)Nc1cc2c(C=Cc3ccc(F)cc3)nn(C(c3ccccc3)(c3ccccc3)c3ccccc3)c2cc1F. Reaction SMILES: [C:40](=[O:41])([O-:42])[OH:43].[CH:50]([Cl:51])([Cl:52])[Cl:53].[Cl:45][CH2:46][C:47](=[O:48])[Cl:49].[F:1][c:2]1[c:3]([NH2:39])[cH:4][c:5]2[c:6]([CH:30]=[CH:31][c:32]3[cH:33][cH:34][c:35]([F:38])[cH:36][cH:37]3)[n:7][n:8]([C:11]([c:12]3[cH:13][cH:14][cH:15][cH:16][cH:17]3)([c:18]3[cH:19][cH:20][cH:21][cH:22][cH:23]3)[c:24]3[cH:25][cH:26][cH:27][cH:28][cH:29]3)[c:9]2[cH:10]1.[Na+:44]>>[F:1][c:2]1[c:3]([NH:39][C:47]([CH2:46][Cl:45])=[O:48])[cH:4][c:5]2[c:6]([CH:30]=[CH:31][c:32]3[cH:33][cH:34][c:35]([F:38])[cH:36][cH:37]3)[n:7][n:8]([C:11]([c:12]3[cH:13][cH:14][cH:15][cH:16][cH:17]3)([c:18]3[cH:19][cH:20][cH:21][cH:22][cH:23]3)[c:24]3[cH:25][cH:26][cH:27][cH:28][cH:29]3)[c:9]2[cH:10]1.